This data is from the Open Reaction Database (ORD), a public repository of structured organic reaction records. The task is: describe an organic reaction: reactants, conditions, products, and yield Starting materials: ClC1=CC2=C(N(C(N2)=O)C2CCN(CC2)C(=O)OC(C)(C)C)C=C1C(F)(F)F (1,1-Dimethylethyl 4-[5-chloro-2-oxo-6-(trifluoromethyl)-2,3-dihydro-1H-benzimidazol-1-yl]-1-piperidinecarboxylate), Cl (HCl), solution. Solvent: O1CCOCC1 (1,4-dioxane). Conditions: time 2.5 hour. Yields the product Cl.ClC1=CC2=C(N(C(N2)=O)C2CCNCC2)C=C1C(F)(F)F (5-Chloro-1-(4-piperidinyl)-6-(trifluoromethyl)-1,3-dihydro-2H-benzimidazol-2-one hydrochloride), Cl (mono hydrochloride). Reaction SMILES: [Cl:1][C:2]1[C:24]([C:25]([F:28])([F:27])[F:26])=[CH:23][C:5]2[N:6]([CH:10]3[CH2:15][CH2:14][N:13](C(OC(C)(C)C)=O)[CH2:12][CH2:11]3)[C:7](=[O:9])[NH:8][C:4]=2[CH:3]=1.[ClH:29]>O1CCOCC1>[ClH:1].[Cl:1][C:2]1[C:24]([C:25]([F:26])([F:27])[F:28])=[CH:23][C:5]2[N:6]([CH:10]3[CH2:15][CH2:14][NH:13][CH2:12][CH2:11]3)[C:7](=[O:9])[NH:8][C:4]=2[CH:3]=1.[ClH:29] |f:3.4|. Reported procedure: 1,1-Dimethylethyl 4-[5-chloro-2-oxo-6-(trifluoromethyl)-2,3-dihydro-1H-benzimidazol-1-yl]-1-piperidinecarboxylate D12 (0.27 mmol, 115 mg) was treated with HCl (315 microliters of a 4M solution in 1,4-dioxane) at room temperature; the mixture was stirred at room temperature for 2.5 hours. Solvent was evaporated to afford the title compound, mono hydrochloride salt, 82 mg, 96%, M++H=320. Reactants: N1([C@H](C(=O)NCCCCCCCCCC)CCC1)C(=O)OCC1=CC=CC=C1 (Z-Pro-NH-C10H21), O.O.C(C(=O)O)(=O)O (oxalic acid dihydrate). Reagents/catalysts: [Pd] (palladium-on-carbon). Run in CO (methanol). Yields the product N1[C@H](C(=O)NCCCCCCCCCC)CCC1 (H-Pro-NH-C10H21). Isolated yield 118.8%. RXN SMILES: [N:1]1(C(OCC2C=CC=CC=2)=O)[CH2:18][CH2:17][CH2:16][C@H:2]1[C:3]([NH:5][CH2:6][CH2:7][CH2:8][CH2:9][CH2:10][CH2:11][CH2:12][CH2:13][CH2:14][CH3:15])=[O:4].O.O.C(O)(=O)C(O)=O>CO.[Pd]>[NH:1]1[CH2:18][CH2:17][CH2:16][C@H:2]1[C:3]([NH:5][CH2:6][CH2:7][CH2:8][CH2:9][CH2:10][CH2:11][CH2:12][CH2:13][CH2:14][CH3:15])=[O:4] |f:1.2.3|. Reported procedure: 5.0 g (12.9 mmoles) of Z-Pro-NH-C10H21 and 2.02 g (16 mmoles) of oxalic acid dihydrate are dissolved in 100 ml of methanol, 0.8 g of a 10% palladium-on-carbon catalyst are added, and hydrogen is bubbled through the mixture for 2 hours. The reaction mixture is heated, the catalyst is filtered off, and the filtrate is evaporated. The crystalline residue is triturated with ether and then filtered off to obtain 3.9 g (88%) of H-Pro-NH-C10H21.(COOH)2 ; m.p.: 152°-154° C., Rf3 =0.16. The reactants are CO, Cl, CC1(C)CC(=O)c2cc(F)ccc2O1, NO, c1ccncc1. The product is CC1(C)CC(=NO)c2cc(F)ccc2O1. Reaction SMILES: [CH3:18][OH:19].[ClH:15].[F:1][c:2]1[cH:3][c:4]2[c:9]([cH:10][cH:11]1)[O:8][C:7]([CH3:12])([CH3:13])[CH2:6][C:5]2=[O:14].[NH2:16][OH:17].[cH:20]1[cH:21][cH:22][n:23][cH:24][cH:25]1>>[F:1][c:2]1[cH:3][c:4]2[c:9]([cH:10][cH:11]1)[O:8][C:7]([CH3:12])([CH3:13])[CH2:6][C:5]2=[N:16][OH:17]. As a reaction SMILES: Cl.[C:2]([C:6]1[CH:11]=[CH:10][C:9]([C:12](=[O:37])[CH2:13][CH2:14][CH2:15][CH2:16][N:17]2[CH2:22][CH2:21][CH:20]([C:23]([OH:36])([C:30]3[CH:35]=[CH:34][CH:33]=[CH:32][CH:31]=3)[C:24]3[CH:29]=[CH:28][CH:27]=[CH:26][CH:25]=3)[CH2:19][CH2:18]2)=[CH:8][CH:7]=1)([CH3:5])([CH3:4])[CH3:3].[OH-].[K+].[BH4-].[Na+]>CO>[C:2]([C:6]1[CH:7]=[CH:8][C:9]([CH:12]([OH:37])[CH2:13][CH2:14][CH2:15][CH2:16][N:17]2[CH2:22][CH2:21][CH:20]([C:23]([OH:36])([C:30]3[CH:31]=[CH:32][CH:33]=[CH:34][CH:35]=3)[C:24]3[CH:29]=[CH:28][CH:27]=[CH:26][CH:25]=3)[CH2:19][CH2:18]2)=[CH:10][CH:11]=1)([CH3:5])([CH3:3])[CH3:4] |f:0.1,2.3,4.5|. Run in CO (methanol). The reactants are [OH-].[K+] (potassium hydroxide), Cl.C(C)(C)(C)C1=CC=C(C=C1)C(CCCCN1CCC(CC1)C(C1=CC=CC=C1)(C1=CC=CC=C1)O)=O (4'-tert-butyl-5-[4-(α-hydroxy-α-phenylbenzyl)piperidino]valerophenone hydrochloride), [BH4-].[Na+] (sodium borohydride). Yields the product C(C)(C)(C)C1=CC=C(C=C1)C(CCCCN1CCC(CC1)C(C1=CC=CC=C1)(C1=CC=CC=C1)O)O (α-(p-tert-butylphenyl)-4-(α-hydroxy-α-phenylbenzyl)-1-piperidine-pentanol). Procedure details: To 62.3 g (0.12 mole) of 4'-tert-butyl-5-[4-(α-hydroxy-α-phenylbenzyl)piperidino]valerophenone hydrochloride dissolved in about 1200 ml of methanol is added methanolic potassium hydroxide until the solution is basic. The solution is cooled in an ice bath with stirring and 5 g (0.13 mole) of sodium borohydride is added portionwise. The mixture is stirred an additional half hour, allowed to warm to room temperature then heated on a steam bath for half an hour. The solvent is removed at reduced pre... The reactants are O (Water), COC(CC(=O)C1=CC(=C(C=C1)C)C)=O (3-(3,4-dimethyl-phenyl)-3-oxo-propionic acid methyl ester), Cl.N1C(NCCC1)=N (tetrahydro-pyrimidin-2-ylideneamine hydrochloride), C([O-])([O-])=O.[K+].[K+] (potassium carbonate). The solvent is C(C)O (ethanol). Yields the product CC=1C=C(C=CC1C)C=1N=C2N(C(C1)=O)CCCN2 (2-(3,4-Dimethyl-phenyl)-6,7,8,9-tetrahydro-pyrimido[1,2-a]pyrimidin4-one). RXN SMILES: CO[C:3](=[O:15])[CH2:4][C:5]([C:7]1[CH:12]=[CH:11][C:10]([CH3:13])=[C:9]([CH3:14])[CH:8]=1)=O.Cl.[NH:17]1[CH2:22][CH2:21][CH2:20][NH:19][C:18]1=[NH:23].C(=O)([O-])[O-].[K+].[K+].O>C(O)C>[CH3:14][C:9]1[CH:8]=[C:7]([C:5]2[N:23]=[C:18]3[NH:19][CH2:20][CH2:21][CH2:22][N:17]3[C:3](=[O:15])[CH:4]=2)[CH:12]=[CH:11][C:10]=1[CH3:13] |f:1.2,3.4.5|. Procedure details: A suspension of 3-(3,4-dimethyl-phenyl)-3-oxo-propionic acid methyl ester (1.2 g, 5.8 mmol), tetrahydro-pyrimidin-2-ylideneamine hydrochloride (0.78 g, 5.8 mmol), and potassium carbonate (0.80 g, 5.8 mmol) in ethanol (20 mL) was heated to reflux for 4 h. Water (5 mL) was added to the reaction at room temperature and tan solid was collected by filtration. M+1=256. Starting materials: [Br-], CC(C)(C)[Si](C)(C)Cl, CC12CCC3C(CC=C4CC(O[Si](C)(C)C(C)(C)C)CCC43C)C1C=CC2=O, C[Al](C)C, Cc1ccccc1, C[Si](C)(C)Cl, CN(C)C=O, C1CCOC1, O, CC12CCC3C(CC=C4CC(O)CCC43C)C1C=CC2=O. The product is CC1CC(=O)C2(C)CCC3C(CC=C4CC(O[Si](C)(C)C(C)(C)C)CCC43C)C12. RXN SMILES: [Br-:58].[C:50]([Si:51]([Cl:52])([CH3:53])[CH3:54])([CH3:55])([CH3:56])[CH3:57].[CH3:1][C:2]([CH3:3])([CH3:4])[Si:5]([O:6][CH:7]1[CH2:8][C:9]2=[CH:10][CH2:11][CH:12]3[CH:13]4[CH:14]=[CH:15][C:16](=[O:26])[C:17]4([CH3:18])[CH2:19][CH2:20][CH:21]3[C:22]2([CH3:25])[CH2:23][CH2:24]1)([CH3:27])[CH3:28].[CH3:59][Al:60]([CH3:61])[CH3:62].[CH3:63][c:64]1[cH:65][cH:66][cH:67][cH:68][cH:69]1.[CH3:70][Si:71]([Cl:72])([CH3:73])[CH3:74].[O:75]=[CH:76][N:77]([CH3:78])[CH3:79].[O:80]1[CH2:81][CH2:82][CH2:83][CH2:84]1.[OH2:85].[OH:29][CH:30]1[CH2:31][CH2:32][C:33]2([CH3:34])[C:35](=[CH:36][CH2:37][CH:38]3[CH:39]2[CH2:40][CH2:41][C:42]2([CH3:43])[CH:44]3[CH:45]=[CH:46][C:47]2=[O:48])[CH2:49]1>>[CH3:1][C:2]([CH3:3])([CH3:4])[Si:5]([O:6][CH:7]1[CH2:8][C:9]2=[CH:10][CH2:11][CH:12]3[CH:13]4[CH:14]([CH3:30])[CH2:15][C:16](=[O:26])[C:17]4([CH3:18])[CH2:19][CH2:20][CH:21]3[C:22]2([CH3:25])[CH2:23][CH2:24]1)([CH3:27])[CH3:28]. Starting materials: C1(=CC=CC=C1)C(C)(C)O (2-Phenyl-2-propanol), C1(CCCCC1)N=C=NC1CCCCC1 (dicyclohexylcarbodiimide), ClC1=CC=C(C=C1)C=1N=C(OC1)CCC(=O)O (4-(4-chlorophenyl)-2-oxazolepropionic acid), C1(=CC=CC=C1)C(C)(C)O (2-phenyl-2-propanol), C1(CCCCC1)N=C=NC1CCCCC1 (dicyclohexylcarbodiimide). Reagents/catalysts: CN(C1=CC=NC=C1)C (4-dimethylaminopyridine), CN(C1=CC=NC=C1)C (4-dimethylaminopyridine). Solvent: C(C)#N (acetonitrile). Reaction conditions: time 65 hour. Product: ClC1=CC=C(C=C1)C=1N=C(OC1)CCC(=O)OC(C)(C1=CC=CC=C1)C (1-methyl-1-phenylethyl 4-(4-chlorophenyl)-2-oxazolepropionate). Isolated yield 40.4%. As a reaction SMILES: [Cl:1][C:2]1[CH:7]=[CH:6][C:5]([C:8]2[N:9]=[C:10]([CH2:13][CH2:14][C:15]([OH:17])=[O:16])[O:11][CH:12]=2)=[CH:4][CH:3]=1.[C:18]1([C:24](O)([CH3:26])[CH3:25])[CH:23]=[CH:22][CH:21]=[CH:20][CH:19]=1.C1(N=C=NC2CCCCC2)CCCCC1>C(#N)C.CN(C)C1C=CN=CC=1>[Cl:1][C:2]1[CH:3]=[CH:4][C:5]([C:8]2[N:9]=[C:10]([CH2:13][CH2:14][C:15]([O:17][C:24]([CH3:26])([C:18]3[CH:23]=[CH:22][CH:21]=[CH:20][CH:19]=3)[CH3:25])=[O:16])[O:11][CH:12]=2)=[CH:6][CH:7]=1. Reported procedure: To a solution of 4-(4-chlorophenyl)-2-oxazolepropionic acid (0.5 g) in acetonitrile (20 ml) were added 2-phenyl-2-propanol (0.325 g), dicyclohexylcarbodiimide (0.49 g) and 4-dimethylaminopyridine (0.025 g), followed by stirring for 65 hours at room temperature. 2-Phenyl-2-propanol (0.325 g), dicyclohexylcarbodiimide (0.49 g) and 4-dimethylaminopyridine (0.025 g) were further added to the reaction mixture, followed by stirring for 2 hours at 50° C. The reaction mixture was filtered to remove an i...